This data is from the Open Reaction Database (ORD), a public repository of structured organic reaction records. The task is: describe an organic reaction: reactants, conditions, products, and yield Starting materials: FC1=CC=C(C=C1)C=1N=C2N(C=CC(=C2)C(CN(C)C)O)C1C1=NC(=NC=C1)S(=O)(=O)C (2-(4-Fluorophenyl)-3-[2-(methylsulfonyl)pyrimidin-4-yl]imidazo[1,2-a]pyridin-7-yl-2-(dimethylamino)ethanol), N (Ammonia). Solvent: O1CCCC1 (tetrahydrofuran). Conditions: time 12 hour. The product is NC1=NC=CC(=N1)C1=C(N=C2N1C=CC(=C2)C(CN(C)C)O)C2=CC=C(C=C2)F (1-[3-(2-Aminopyrimidin-4-yl)-2-(4-fluorophenyl)imidazo[1,2-a]pyridin-7-yl]-2-(dimethylamino)ethanol). As a reaction SMILES: [F:1][C:2]1[CH:7]=[CH:6][C:5]([C:8]2[N:9]=[C:10]3[CH:15]=[C:14]([CH:16]([OH:21])[CH2:17][N:18]([CH3:20])[CH3:19])[CH:13]=[CH:12][N:11]3[C:22]=2[C:23]2[CH:28]=[CH:27][N:26]=[C:25](S(C)(=O)=O)[N:24]=2)=[CH:4][CH:3]=1.[NH3:33]>O1CCCC1>[NH2:33][C:25]1[N:24]=[C:23]([C:22]2[N:11]3[CH:12]=[CH:13][C:14]([CH:16]([OH:21])[CH2:17][N:18]([CH3:20])[CH3:19])=[CH:15][C:10]3=[N:9][C:8]=2[C:5]2[CH:6]=[CH:7][C:2]([F:1])=[CH:3][CH:4]=2)[CH:28]=[CH:27][N:26]=1. Procedure details: A pressure bottle containing sulfone 43 (320 mg, 0.703 mmol) was charged with tetrahydrofuran (40 mL), then chilled to <−40° C. in a dry ice/isopropanol bath. Ammonia gas (5.3 g, 0.31 mol) was then bubbled into the reaction. The pressure bottle was then sealed, and the reaction was allowed to warm to room temperature while stirring for 12 hours. The pressure was then released, and the reaction was concentrated under reduced pressure, dissolved in a minimum volume of CH2Cl2, then loaded onto a 40... Starting materials: C(C)(C)(C)C1=NN(C(=C1)CN)C1=CC(=CC=C1)Cl ((3-tert-butyl-1-(3-chlorophenyl)-1H-pyrazol-5-yl)methanamine), TEA, OCC(CO)C1=C(C=C(C=C1)NC(OC1=CC=CC=C1)=O)F (phenyl 4-(1,3-dihydroxypropan-2-yl)-3-fluorophenylcarbamate). Run in CC#N (MeCN). The product is C(C)(C)(C)C1=NN(C(=C1)CNC(=O)NC1=CC(=C(C=C1)C(CO)CO)F)C1=CC(=CC=C1)Cl (1-((3-tert-butyl-1-(3-chlorophenyl)-1H-pyrazol-5-yl)methyl)-3-(4-(1,3-dihydroxypropan-2-yl)-3-fluorophenyl)urea). Isolated yield 88.1%. As a reaction SMILES: [C:1]([C:5]1[CH:9]=[C:8]([CH2:10][NH2:11])[N:7]([C:12]2[CH:17]=[CH:16][CH:15]=[C:14]([Cl:18])[CH:13]=2)[N:6]=1)([CH3:4])([CH3:3])[CH3:2].[OH:19][CH2:20][CH:21]([C:24]1[CH:29]=[CH:28][C:27]([NH:30][C:31](=O)[O:32]C2C=CC=CC=2)=[CH:26][C:25]=1[F:40])[CH2:22][OH:23]>CC#N>[C:1]([C:5]1[CH:9]=[C:8]([CH2:10][NH:11][C:31]([NH:30][C:27]2[CH:28]=[CH:29][C:24]([CH:21]([CH2:20][OH:19])[CH2:22][OH:23])=[C:25]([F:40])[CH:26]=2)=[O:32])[N:7]([C:12]2[CH:17]=[CH:16][CH:15]=[C:14]([Cl:18])[CH:13]=2)[N:6]=1)([CH3:4])([CH3:2])[CH3:3]. Procedure details: To a stirred solution of (3-tert-butyl-1-(3-chlorophenyl)-1H-pyrazol-5-yl)methanamine (synthesis described for example A153) (102 mg, 0.387 mmol, 1.0 eq) in MeCN (9 mL) was added TEA (0.2145 mL, 1.55 mmol, 4.0 eq) followed by phenyl 4-(1,3-dihydroxypropan-2-yl)-3-fluorophenylcarbamate (120 mg, 0.395 mmol, 1.02 eq) at RT and the mixture was stirred at reflux for 16 h. The solvent was evaporated and the crude product was purified by CC using EtOAc as eluent to get 1-((3-tert-butyl-1-(3-chloropheny... The reactants are CCO, Fc1c(Cl)cccc1CBr, NC(N)=S. The product is Fc1c(Cl)cccc1CS. RXN SMILES: [CH3:15][CH2:16][OH:17].[Cl:1][c:2]1[c:3]([F:10])[c:4]([CH2:5][Br:6])[cH:7][cH:8][cH:9]1.[NH2:11][C:12]([NH2:13])=[S:14]>>[Cl:1][c:2]1[c:3]([F:10])[c:4]([CH2:5][SH:14])[cH:7][cH:8][cH:9]1. Starting materials: ClC1=NC=C(C(=N1)Cl)F (2,4-dichloro-5-fluoropyrimidine), ClC=1C=C(C=CC1Cl)B(O)O (3,4-dichlorophenylboronic acid), C([O-])([O-])=O.[K+].[K+] (potassium carbonate). The reagents and catalysts are C=1C=CC(=CC1)[P](C=2C=CC=CC2)(C=3C=CC=CC3)[Pd]([P](C=4C=CC=CC4)(C=5C=CC=CC5)C=6C=CC=CC6)([P](C=7C=CC=CC7)(C=8C=CC=CC8)C=9C=CC=CC9)[P](C=1C=CC=CC1)(C=1C=CC=CC1)C=1C=CC=CC1 (tetrakis(triphenylphosphine)palladium). The solvent is O (water), O (water), C(C)(=O)OCC (ethyl acetate), C1CCOC1 (THF). Yields the product ClC1=NC=C(C(=N1)C1=CC(=C(C=C1)Cl)Cl)F (2-Chloro-4-(3,4-dichloro-phenyl)-5-fluoro-pyrimidine). The yield is 74.1%. As a reaction SMILES: [Cl:1][C:2]1[N:7]=[C:6](Cl)[C:5]([F:9])=[CH:4][N:3]=1.[Cl:10][C:11]1[CH:12]=[C:13](B(O)O)[CH:14]=[CH:15][C:16]=1[Cl:17].C(=O)([O-])[O-].[K+].[K+]>C1COCC1.O.C(OCC)(=O)C.C1C=CC([P]([Pd]([P](C2C=CC=CC=2)(C2C=CC=CC=2)C2C=CC=CC=2)([P](C2C=CC=CC=2)(C2C=CC=CC=2)C2C=CC=CC=2)[P](C2C=CC=CC=2)(C2C=CC=CC=2)C2C=CC=CC=2)(C2C=CC=CC=2)C2C=CC=CC=2)=CC=1>[Cl:1][C:2]1[N:7]=[C:6]([C:14]2[CH:13]=[CH:12][C:11]([Cl:10])=[C:16]([Cl:17])[CH:15]=2)[C:5]([F:9])=[CH:4][N:3]=1 |f:2.3.4,^1:42,44,63,82|. Procedure: A mixture of 20 g 2,4-dichloro-5-fluoropyrimidine, 22.86 g 3,4-dichlorophenylboronic acid, 33.11 g potassium carbonate and 6.92 g tetrakis(triphenylphosphine)palladium were in 500 mL THF and 500 mL water was heated to reflux for 4 h. The reaction mixture was cooled to room temperature diluted with water and ethyl acetate. The phases were separated and the organic phase was purified by chromatography on silica gel with dichloromethane to yield 24.640 g (74.13%) of the title compound as white soli... Reactants: BrC1=CC=C(C=C1)C(CC(=O)C=1C(=NC=C(C1)C)F)C1=C(C=CC=C1)C (3-(4-bromo-phenyl)-1-(2-fluoro-5-methyl-pyridin-3-yl)-3-o-tolyl-propan-1-one), Cl.NO (hydroxylamine hydrochloride), C(=O)(O)[O-].[Na+] (NaHCO3). The product is BrC1=CC=C(C=C1)C(C\C(=N/O)\C=1C(=NC=C(C1)C)F)C1=C(C=CC=C1)C ((E)-3-(4-Bromo-phenyl)-1-(2-fluoro-5-methyl-pyridin-3-yl)-3-o-tolyl-propan-1-one oxime). As a reaction SMILES: [Br:1][C:2]1[CH:7]=[CH:6][C:5]([CH:8]([C:20]2[CH:25]=[CH:24][CH:23]=[CH:22][C:21]=2[CH3:26])[CH2:9][C:10]([C:12]2[C:13]([F:19])=[N:14][CH:15]=[C:16]([CH3:18])[CH:17]=2)=O)=[CH:4][CH:3]=1.Cl.[NH2:28][OH:29].C([O-])(O)=O.[Na+]>>[Br:1][C:2]1[CH:7]=[CH:6][C:5]([CH:8]([C:20]2[CH:25]=[CH:24][CH:23]=[CH:22][C:21]=2[CH3:26])[CH2:9]/[C:10](/[C:12]2[C:13]([F:19])=[N:14][CH:15]=[C:16]([CH3:18])[CH:17]=2)=[N:28]\[OH:29])=[CH:4][CH:3]=1 |f:1.2,3.4|. Procedure details: In analogy to example 74, step 7, from 3-(4-bromo-phenyl)-1-(2-fluoro-5-methyl-pyridin-3-yl)-3-o-tolyl-propan-1-one and hydroxylamine hydrochloride in the presence of NaHCO3 was prepared the title compound as a colorless oil, MS (ESI+): m/z=427.0814 ([M+H]+, 1Br). The reactants are BrCCC(=O)O (3-bromo-propionic acid), FC1=C(C=CC=C1)O (2-fluorophenol), FC1=C(C=CC=C1)O (2-fluorophenol), [H-].[Na+] (sodium hydride), Cl (hydrochloric acid). The solvent is CN(C=O)C (N,N-dimethylformamide), CN(C=O)C (N,N-dimethylformamide), CN(C=O)C (N,N-dimethylformamide). Run at time 30 minute. The product is FC=1C=CC=C2C(CCOC12)=O (8-fluorochroman-4-one). The yield is 34.4%. RXN SMILES: [F:1][C:2]1[CH:7]=[CH:6][CH:5]=[CH:4][C:3]=1[OH:8].[H-].[Na+].Br[CH2:12][CH2:13][C:14](O)=[O:15].Cl>CN(C)C=O>[F:1][C:2]1[CH:7]=[CH:6][CH:5]=[C:4]2[C:3]=1[O:8][CH2:12][CH2:13][C:14]2=[O:15] |f:1.2|. Reported procedure: A solution of 2-fluorophenol (Compound 1-1, 3.0 g) in N,N-dimethylformamide (7.0 ml) was added to a solution of 50% sodium hydride (3.22 g) in N,N-dimethylformamide (100 ml) in a nitrogen atmosphere with cooling in an ice bath. After stirring at the same temperature for 30 minutes, a solution of 3-bromo-propionic acid (4.91 g) in N,N-dimethylformamide (8.0 ml) was added. The mixture was returned to room temperature and stirred at the same temperature for 24 hours. The pH was adjusted to 1 to 2 w...